This data is from the Open Reaction Database (ORD), a public repository of structured organic reaction records. The task is: describe an organic reaction: reactants, conditions, products, and yield Reactants: C1(=CC=CC=C1)S (thiophenol), CC1=NC=CC=C1O (2-methylpyridin-3-ol), [H-].[Na+] (NaH), BrC=1C=C(C(=NC1)C#N)[N+](=O)[O-] (5-bromo-3-nitropicolinonitrile), [H-].[Na+] (NaH). Run in O (water), CN(C)C=O (DMF). Product: C1(=CC=CC=C1)SC=1C=C(C(=NC1)C#N)OC=1C(=NC=CC1)C (5-phenylthio-3-(2-methylpyridin-3-yloxy)picolinonitrile). Yield: 100.0%. RXN SMILES: [CH3:1][C:2]1[C:7]([OH:8])=[CH:6][CH:5]=[CH:4][N:3]=1.[H-].[Na+].Br[C:12]1[CH:13]=[C:14]([N+]([O-])=O)[C:15]([C:18]#[N:19])=[N:16][CH:17]=1.[C:23]1([SH:29])[CH:28]=[CH:27][CH:26]=[CH:25][CH:24]=1>CN(C=O)C.O>[C:23]1([S:29][C:12]2[CH:13]=[C:14]([O:8][C:7]3[C:2]([CH3:1])=[N:3][CH:4]=[CH:5][CH:6]=3)[C:15]([C:18]#[N:19])=[N:16][CH:17]=2)[CH:28]=[CH:27][CH:26]=[CH:25][CH:24]=1 |f:1.2|. Procedure details: To a solution of 2-methylpyridin-3-ol (0.96 g, 8.8 mmol) in DMF (10 mL) cooled to 0° C. was added NaH (0.35 g, 8.8 mmol) in portions and the reaction warmed to ambient temperature. To this mixture was added 5-bromo-3-nitropicolinonitrile (2.0 g, 8.8 mmol) and the reaction stirred over night at ambient temperature. To the reaction was added thiophenol (0.96 g, 8.8 mmol) and the reaction cooled to 0° C. NaH (0.35 g, 8.8 mmol) was added and the reaction warmed to ambient temperature and the reactio... Reactants: OC(C=C)(C=1N=CN(C1)C(C1=CC=CC=C1)(C1=CC=CC=C1)C1=CC=CC=C1)C=1C=C2C=CC(=CC2=CC1)C(=O)NC (6-[1-hydroxy-1-(1-trityl-1H-imidazol-4-yl)-2-propenyl]-N-methyl-2-naphthamide). The reagents and catalysts are [C].[Pd] (palladium carbon). Solvent: C(C)(=O)OCC (ethyl acetate). Reaction conditions: time 12 hour. The product is OC(CC)(C=1N=CNC1)C=1C=C2C=CC(=CC2=CC1)C(=O)NC (6-[1-Hydroxy-1-(1H-imidazol-4-yl)propyl]-N-methyl-2-naphthamide). Yield: 143.7%. RXN SMILES: [OH:1][C:2]([C:29]1[CH:30]=[C:31]2[C:36](=[CH:37][CH:38]=1)[CH:35]=[C:34]([C:39]([NH:41][CH3:42])=[O:40])[CH:33]=[CH:32]2)([C:5]1[N:6]=[CH:7][N:8](C(C2C=CC=CC=2)(C2C=CC=CC=2)C2C=CC=CC=2)[CH:9]=1)[CH:3]=[CH2:4]>C(OCC)(=O)C.[C].[Pd]>[OH:1][C:2]([C:29]1[CH:30]=[C:31]2[C:36](=[CH:37][CH:38]=1)[CH:35]=[C:34]([C:39]([NH:41][CH3:42])=[O:40])[CH:33]=[CH:32]2)([C:5]1[N:6]=[CH:7][NH:8][CH:9]=1)[CH2:3][CH3:4] |f:2.3|. Reported procedure: A mixture of 6-[1-hydroxy-1-(1-trityl-1H-imidazol-4-yl)-2-propenyl]-N-methyl-2-naphthamide (444 mg) and 10% palladium carbon (50% wet; 100 mg) in ethyl acetate (6 mL) was stirred for 12 h at room temperature under hydrogen atmosphere. The catalyst was filtered off, and the filtrate was concentrated and crystallized from ethyl acetate to give the titled compound (359 mg) as a pale yellow powder. The reactants are ClC1=C(C(=O)O)C=C(C=C1)Cl (2,5-dichlorobenzoic acid), C1(CC1)CCNC(=O)C=1N=NC(=CC1)N1CCNCC1 (6-piperazin-1-yl-pyridazine-3-carboxylic acid (2-cyclopropylethyl)amide). Yields the product C1(CC1)CCNC(=O)C=1N=NC(=CC1)N1CCN(CC1)C(C1=C(C=CC(=C1)Cl)Cl)=O (6-[4-(2,5-DICHLOROBENZOYL)PIPERAZIN-1-YL]PYRIDAZINE-3-CARBOXYLIC ACID (2-CYCLOPROPYLETHYL)AMIDE), solid. Isolated yield 56.0%. RXN SMILES: [Cl:1][C:2]1[CH:10]=[CH:9][C:8]([Cl:11])=[CH:7][C:3]=1[C:4]([OH:6])=O.[CH:12]1([CH2:15][CH2:16][NH:17][C:18]([C:20]2[N:21]=[N:22][C:23]([N:26]3[CH2:31][CH2:30][NH:29][CH2:28][CH2:27]3)=[CH:24][CH:25]=2)=[O:19])[CH2:14][CH2:13]1>>[CH:12]1([CH2:15][CH2:16][NH:17][C:18]([C:20]2[N:21]=[N:22][C:23]([N:26]3[CH2:31][CH2:30][N:29]([C:4](=[O:6])[C:3]4[CH:7]=[C:8]([Cl:11])[CH:9]=[CH:10][C:2]=4[Cl:1])[CH2:28][CH2:27]3)=[CH:24][CH:25]=2)=[O:19])[CH2:14][CH2:13]1. Procedure: Following the procedure of Example 9, making variations only as required to use 2,5-dichlorobenzoic acid in place of 2,5-dichlorobenzoic acid to react with 6-piperazin-1-yl-pyridazine-3-carboxylic acid (2-cyclopropylethyl)amide, the title compound was obtained as a white solid (56% yield). 1H NMR (300 MHz, CDCl3) δ 8.05, 7.96, 7.38-7.30, 6.97, 4.12-3.23, 1.50, 0.80-0.67, 0.51-0.38, 0.16-0.06. MS (ES+) m/z 448.2 (M+1). Reaction SMILES: [CH3:28][OH:29].[CH:22]1([CH2:26][OH:27])[CH2:23][CH2:24][CH2:25]1.[Cl:30][CH2:31][Cl:32].[F:1][c:2]1[cH:3][cH:4][c:5]([NH:8][C:9](=[O:10])[c:11]2[cH:12][n:13][c:14]([O:17][CH2:18][C:19](=[O:20])[OH:21])[n:15][cH:16]2)[cH:6][cH:7]1>>[F:1][c:2]1[cH:3][cH:4][c:5]([NH:8][C:9](=[O:10])[c:11]2[cH:12][n:13][c:14]([O:17][CH2:18][C:19]([O:20][CH2:26][CH:22]3[CH2:23][CH2:24][CH2:25]3)=[O:21])[n:15][cH:16]2)[cH:6][cH:7]1. Product: O=C(COc1ncc(C(=O)Nc2ccc(F)cc2)cn1)OCC1CCC1. Starting materials: CO, OCC1CCC1, ClCCl, O=C(O)COc1ncc(C(=O)Nc2ccc(F)cc2)cn1. The solvent is C(C)(=O)OCC (ethyl acetate), CN(C=O)C (dimethylformamide). Reaction SMILES: [C:1]([C:3]1[CH:11]=[CH:10][C:6]([C:7]([OH:9])=O)=[CH:5][CH:4]=1)#[N:2].CN1CCOCC1.ClC(OCC)=O.[NH2:25][CH2:26][CH2:27][O:28][C:29]1[CH:30]=[C:31]([CH:34]=[CH:35][CH:36]=1)[C:32]#[N:33]>CN(C)C=O.C(OCC)(=O)C>[C:32]([C:31]1[CH:30]=[C:29]([CH:36]=[CH:35][CH:34]=1)[O:28][CH2:27][CH2:26][NH:25][C:7](=[O:9])[C:6]1[CH:5]=[CH:4][C:3]([C:1]#[N:2])=[CH:11][CH:10]=1)#[N:33]. Run at time 5 minute. Procedure: 1.13 g (7.68 mmol) of 4-cyanobenzoic acid and 1.6 ml (14.1 mmol) of N-methylmorpholine were dissolved in 30 ml of dimethylformamide. 0.67 ml (7.05 mmol) of ethyl chloroformate was added to the solution under cooling with ice/water. After stirring for 5 minutes, 1.27 g (6.41 mmol) of 3-(2-aminoethoxy)benzonitrile was added to the reaction mixture, and the obtained mixture was stirred at room temperature for one hour. After the treatment with ethyl acetate as the extractant in an ordinary manner, ... Starting materials: ice water, NCCOC=1C=C(C#N)C=CC1 (3-(2-aminoethoxy)benzonitrile), C(#N)C1=CC=C(C(=O)O)C=C1 (4-cyanobenzoic acid), CN1CCOCC1 (N-methylmorpholine), ClC(=O)OCC (ethyl chloroformate). The product is C(#N)C=1C=C(OCCNC(C2=CC=C(C=C2)C#N)=O)C=CC1 (N-[2-(3-cyanophenoxy)ethyl]-4-cyanobenzamide). The reactants are C1CCCCC1, CCCCCCCCCc1ccccc1O, CCCCCCCCCc1ccccc1OCC1CO1, C(OCC1CO1)C1CO1, O. Yields the product CCCCCCCCCc1ccccc1OCC(O)COc1ccccc1CCCCCCCCC. RXN SMILES: [CH2:17]1[CH2:18][CH2:19][CH2:20][CH2:21][CH2:22]1.[CH2:1]([CH2:2][CH2:3][CH2:4][CH2:5][CH2:6][CH2:7][CH2:8][CH3:9])[c:10]1[c:11]([OH:16])[cH:12][cH:13][cH:14][cH:15]1.[CH2:23]([CH:24]1[CH2:25][O:26]1)[O:27][c:28]1[c:29]([CH2:34][CH2:35][CH2:36][CH2:37][CH2:38][CH2:39][CH2:40][CH2:41][CH3:42])[cH:30][cH:31][cH:32][cH:33]1.[CH2:43]([O:44][CH2:45][CH:46]1[O:47][CH2:48]1)[CH:49]1[O:50][CH2:51]1.[OH2:52]>>[CH2:1]([CH2:2][CH2:3][CH2:4][CH2:5][CH2:6][CH2:7][CH2:8][CH3:9])[c:10]1[c:11]([O:16][CH2:25][CH:24]([CH2:23][O:27][c:28]2[c:29]([CH2:34][CH2:35][CH2:36][CH2:37][CH2:38][CH2:39][CH2:40][CH2:41][CH3:42])[cH:30][cH:31][cH:32][cH:33]2)[OH:26])[cH:12][cH:13][cH:14][cH:15]1. Reaction SMILES: [CH2:1]([CH3:2])[O:3][C:4](=[O:5])[CH:6]([CH2:7][CH2:8][CH2:9][CH2:10][c:11]1[cH:12][cH:13][cH:14][c:15]2[n:16]1[cH:17][n:18][cH:19]2)[S:20]([c:21]1[cH:22][cH:23][cH:24][cH:25][cH:26]1)=[O:27].[c:28]1([CH3:29])[c:30]([CH3:31])[cH:32][cH:33][cH:34][cH:35]1>>[CH2:1]([CH3:2])[O:3][C:4](=[O:5])[CH:6]=[CH:7][CH2:8][CH2:9][CH2:10][c:11]1[cH:12][cH:13][cH:14][c:15]2[n:16]1[cH:17][n:18][cH:19]2. Starting materials: CCOC(=O)C(CCCCc1cccc2cncn12)S(=O)c1ccccc1, Cc1ccccc1C. Yields the product CCOC(=O)C=CCCCc1cccc2cncn12. Reactants: ClC=1C=C(C=CC1C#N)N[C@@H](CC(=O)OC(C)(C)C)CNC(C)C (1,1-dimethylethyl (3S)-3-[(3-chloro-4-cyanophenyl)amino]-4-[(1-methylethyl)amino]butanoate), C(=O)(C(F)(F)F)O (TFA). The solvent is C(Cl)Cl (CH2Cl2). Yields the product Cl.ClC=1C=C(C=CC1C#N)N[C@@H](CC(=O)O)CNC(C)C ((3S)-3-[(3-chloro-4-cyanophenyl)amino]-4-[(1-methylethyl)amino]butanoic acid hydrochloride). RXN SMILES: [Cl:1][C:2]1[CH:3]=[C:4]([NH:10][C@H:11]([CH2:20][NH:21][CH:22]([CH3:24])[CH3:23])[CH2:12][C:13]([O:15]C(C)(C)C)=[O:14])[CH:5]=[CH:6][C:7]=1[C:8]#[N:9].C(O)(C(F)(F)F)=O>C(Cl)Cl>[ClH:1].[Cl:1][C:2]1[CH:3]=[C:4]([NH:10][C@H:11]([CH2:20][NH:21][CH:22]([CH3:24])[CH3:23])[CH2:12][C:13]([OH:15])=[O:14])[CH:5]=[CH:6][C:7]=1[C:8]#[N:9] |f:3.4|. Procedure details: A solution of 1,1-dimethylethyl (3S)-3-[(3-chloro-4-cyanophenyl)amino]-4-[(1-methylethyl)amino]butanoate (0.33 g, 0.94 mmol) in CH2Cl2 (2 mL) was treated with TFA (1 mL) for 1.5 h and the reaction was evaporated thoroughly. The residue was treated with 4N HCl in dioxane (4 mL) and then concentrated (this step was done twice) and the crude product was used directly in the next step.